This data is from the Open Reaction Database (ORD), a public repository of structured organic reaction records. The task is: describe an organic reaction: reactants, conditions, products, and yield Starting materials: O=C1C[C@@H](CN1)C=1C(=CC(=C(C1)NC(C(F)(F)F)=O)Cl)[N+](=O)[O-] (N-(5-((3R)-5-oxopyrrolidin-3-yl)-2-chloro-4-nitrophenyl)-2,2,2-trifluoroacetamide), [OH-].[Na+] (NaOH). Solvent: C(C)(=O)OCC (ethyl acetate), O (water), C(C)O (ethanol). Reaction conditions: temperature 50 celsius. Yields the product NC=1C=C(C(=CC1Cl)[N+](=O)[O-])[C@H]1CC(NC1)=O ((4R)-4-(3-Amino-4-chloro-6-nitrophenyl)pyrrolidin-2-one). The yield is 55.4%. Reaction SMILES: [O:1]=[C:2]1[NH:6][CH2:5][C@@H:4]([C:7]2[C:8]([N+:21]([O-:23])=[O:22])=[CH:9][C:10]([Cl:20])=[C:11]([NH:13]C(=O)C(F)(F)F)[CH:12]=2)[CH2:3]1.[OH-].[Na+]>C(O)C.C(OCC)(=O)C.O>[NH2:13][C:11]1[CH:12]=[C:7]([C@@H:4]2[CH2:5][NH:6][C:2](=[O:1])[CH2:3]2)[C:8]([N+:21]([O-:23])=[O:22])=[CH:9][C:10]=1[Cl:20] |f:1.2|. Reported procedure: To a solution of N-(5-((3R)-5-oxopyrrolidin-3-yl)-2-chloro-4-nitrophenyl)-2,2,2-trifluoroacetamide (8.7 g, 24.7 mmol) in 48 mL of ethanol was added 9 mL of 4N NaOH aqueous solution. The mixture was then heated to 50° C. for 3 h. The reaction mixture was diluted with ethyl acetate (100 mL) and water (50 mL). The layers were separated. The organic layer was dried over Na2SO4 and concentrated in vacuo to provide the title compound (3.5 g, 57% yield). MS (ESI) m/z 256.03 (M+H)+. Reactants: C(C1=CC=CC=C1)(=O)OCC1=CC=CC=C1 (benzyl benzoate), C[Si]([O-])(C)C.[Na+] (sodium trimethylsilanolate). Solvent: O1CCCC1 (tetrahydrofuran). Product: C(C1=CC=CC=C1)(=O)[O-].[Na+] (sodium benzoate). Yield: 322.0%. Reaction SMILES: [C:1]([O:9]CC1C=CC=CC=1)(=[O:8])[C:2]1[CH:7]=[CH:6][CH:5]=[CH:4][CH:3]=1.C[Si](C)(C)[O-].[Na+:22]>O1CCCC1>[C:1]([O-:9])(=[O:8])[C:2]1[CH:7]=[CH:6][CH:5]=[CH:4][CH:3]=1.[Na+:22] |f:1.2,4.5|. Procedure details: The procedure of Example 1 was followed using benzyl benzoate (4.8 mL, 5 mmol), sodium trimethylsilanolate (2.82 g, 25 mmol), dry tetrahydrofuran (100 mL), and 6.25 h of heating at reflux. The reaction mixture was cooled to room temperature and sodium benzoate (2.32 g, 64% yield) was isolated as a white solid: 1H NMR (D2O) δ 7.0-8.0 ppm (m, Ar--H's, 5H). Anal. Calcd. for C7H5NaO: C, 58.34; H, 3.50; Na, 15.95. Found: C, 57.99, 57.94; H, 3.80, 3.83; Na, 16.38, 16.60. Reactants: O=C([O-])[O-], CC#N, CCc1ccc(CC2N=C(Cl)c3cc(Cl)ccc3N(C)C2=O)cc1CC, [Cs+], [Cs+], CC(=O)[O-], CC(=O)[O-], CN(C)C=O, O, OB(O)c1ccc(F)cc1, [Pd+2], c1ccc(P(c2ccccc2)c2ccccc2)cc1. Product: CCc1ccc(CC2N=C(c3ccc(F)cc3)c3cc(Cl)ccc3N(C)C2=O)cc1CC. RXN SMILES: [C:56](=[O:57])([O-:58])[O-:59].[CH3:62][C:63]#[N:64].[Cl:1][C:2]1=[N:8][CH:7]([CH2:9][c:10]2[cH:11][c:12]([CH2:18][CH3:19])[c:13]([CH2:16][CH3:17])[cH:14][cH:15]2)[C:6](=[O:20])[N:5]([CH3:21])[c:4]2[c:3]1[cH:25][c:24]([Cl:26])[cH:23][cH:22]2.[Cs+:60].[Cs+:61].[O-:67][C:68]([CH3:69])=[O:70].[O-:71][C:72]([CH3:73])=[O:74].[O:75]=[CH:76][N:77]([CH3:78])[CH3:79].[OH2:65].[OH:27][B:28]([OH:29])[c:30]1[cH:31][cH:32][c:33]([F:34])[cH:35][cH:36]1.[Pd+2:66].[c:37]1([P:38]([c:39]2[cH:40][cH:41][cH:42][cH:43][cH:44]2)[c:45]2[cH:46][cH:47][cH:48][cH:49][cH:50]2)[cH:51][cH:52][cH:53][cH:54][cH:55]1>>[C:2]1([c:30]2[cH:31][cH:32][c:33]([F:34])[cH:35][cH:36]2)=[N:8][CH:7]([CH2:9][c:10]2[cH:11][c:12]([CH2:18][CH3:19])[c:13]([CH2:16][CH3:17])[cH:14][cH:15]2)[C:6](=[O:20])[N:5]([CH3:21])[c:4]2[c:3]1[cH:25][c:24]([Cl:26])[cH:23][cH:22]2. Starting materials: [H][H] (hydrogen), C1(=CC=CC=C1)COC(=O)N[C@H](CC1=CC(=C(C(=C1)Cl)O)Cl)C(=O)N[C@@H](CCCCNC(=O)OC(C)(C)C)C(=O)N1CCN(CC1)C1=CC=NC=C1 (1-[N2-[N-[(phenylmethoxy)carbonyl]-3,5-dichloro-D-tyrosyl]-N6-[(1,1-dimethylethoxy)carbonyl]-L-lysyl]-4-(4-pyridinyl)-piperazine), S(=O)(=O)(O)[O-].[K+] (potassium hydrogen sulphate). The reagents and catalysts are [Pd] (palladium black). Run in CO (methanol). Yields the product ClC=1C=C(C[C@@H](N)C(=O)N[C@@H](CCCCNC(=O)OC(C)(C)C)C(=O)N2CCN(CC2)C2=CC=NC=C2)C=C(C1O)Cl (1-[N2-(3,5-dichloro-D-tyrosyl)-N6-[(1,1-dimethylethoxy)carbonyl]-L-lysyl]-4-(4-pyridinyl)-piperazine). RXN SMILES: C1(COC([NH:11][C@@H:12]([C:23]([NH:25][C@H:26]([C:39]([N:41]2[CH2:46][CH2:45][N:44]([C:47]3[CH:52]=[CH:51][N:50]=[CH:49][CH:48]=3)[CH2:43][CH2:42]2)=[O:40])[CH2:27][CH2:28][CH2:29][CH2:30][NH:31][C:32]([O:34][C:35]([CH3:38])([CH3:37])[CH3:36])=[O:33])=[O:24])[CH2:13][C:14]2[CH:19]=[C:18]([Cl:20])[C:17]([OH:21])=[C:16]([Cl:22])[CH:15]=2)=O)C=CC=CC=1.S([O-])(O)(=O)=O.[K+].[H][H]>CO.[Pd]>[Cl:20][C:18]1[CH:19]=[C:14]([CH:15]=[C:16]([Cl:22])[C:17]=1[OH:21])[CH2:13][C@H:12]([C:23]([NH:25][C@H:26]([C:39]([N:41]1[CH2:42][CH2:43][N:44]([C:47]2[CH:52]=[CH:51][N:50]=[CH:49][CH:48]=2)[CH2:45][CH2:46]1)=[O:40])[CH2:27][CH2:28][CH2:29][CH2:30][NH:31][C:32]([O:34][C:35]([CH3:38])([CH3:36])[CH3:37])=[O:33])=[O:24])[NH2:11] |f:1.2|. Reported procedure: A solution of 6 g (7.9 mmol) of 1-[N2-[N-[(phenylmethoxy)carbonyl]-3,5-dichloro-D-tyrosyl]-N6-[(1,1-dimethylethoxy)carbonyl]-L-lysyl]-4-(4-pyridinyl)-piperazine in a mixture of 200 ml of methanol and 20 ml of aqueous 1 M potassium hydrogen sulphate solution was hydrogenated in the presence of 0.5 g palladium black as catalyst at room temperature under 3 bar of hydrogen pressure for 40 minutes. The catalyst was filtered off, the reaction mixture was evaporated to dryness in vacuo and the residue ... Reactants: C(C1=CC=CC=C1)=O (benzaldehyde), C(C)(=O)O (acetic acid), C(C)(=O)O[BH-](OC(C)=O)OC(C)=O.[Na+] (sodium triacetoxyborohydride), C1[C@H]2CNC[C@@H]1C3=CC=CC(=O)N3C2 (cytisine). Run in ClCCCl (1,2-dichloroethane). Conditions: time 2 hour. Yields the product C1[C@H]2CN(C[C@@H]1C3=CC=CC(=O)N3C2)CC4=CC=CC=C4 (N-benzylcytisine). Isolated yield 57.8%. Reaction SMILES: [CH2:1]1[C@H:6]2[C:7]3[N:13]([CH2:14][C@@H:2]1[CH2:3][NH:4][CH2:5]2)[C:11](=[O:12])[CH:10]=[CH:9][CH:8]=3.[CH:15](=O)[C:16]1[CH:21]=[CH:20][CH:19]=[CH:18][CH:17]=1.C(O)(=O)C.C(O[BH-](OC(=O)C)OC(=O)C)(=O)C.[Na+]>ClCCCl>[CH2:1]1[C@H:6]2[C:7]3[N:13]([CH2:14][C@@H:2]1[CH2:3][N:4]([CH2:15][C:16]1[CH:21]=[CH:20][CH:19]=[CH:18][CH:17]=1)[CH2:5]2)[C:11](=[O:12])[CH:10]=[CH:9][CH:8]=3 |f:3.4|. Reported procedure: To a 25 ml round bottom flask was added 0.510 gm (2.68 mmol) cytisine in 10 ml of 1,2-dichloroethane. The above solution was treated with 0.272 ml (2.68 mmol) benzaldehyde, 153 μl acetic acid and 0.852 gm (4.02 mmol) sodium triacetoxyborohydride. The reaction mixture was stirred at room temperature for 2 hours and was then partitioned between methylene chloride 1 N HCl (aq). The organic phase was washed with brine, dried and the solvent evaporated in vacuo to a solid. Chromatography on silica ge... Starting materials: C1(CCC1)N1CCC2=C(CC1)C=CC(=C2)OC=2SC(=CC2)[N+](=O)[O-] (3-cyclobutyl-7-[(5-nitro-2-thienyl)oxy]-2,3,4,5-tetrahydro-1H-3-benzazepine), C1(CCC1)N1CCC2=C(CC1)C=CC(=C2)OC=2SC(=CN2)NC(C)=O (N-{2-[(3-Cyclobutyl-2,3,4,5-tetrahydro-1H-3-benzazepin-7-yl)oxy]-1,3-thiazol-5-yl}acetamide). Yields the product C1(CCC1)N1CCC2=C(CC1)C=CC(=C2)OC2=CC=C(S2)NC(C)=O (N-{5-[(3-Cyclobutyl-2,3,4,5-tetrahydro-1H-3-benzazepin-7-yl)oxy]-2-thienyl}acetamide). Reaction SMILES: [CH:1]1([N:5]2[CH2:11][CH2:10][C:9]3[CH:12]=[CH:13][C:14]([O:16][C:17]4[S:18][C:19]([N+:22]([O-])=O)=[CH:20][CH:21]=4)=[CH:15][C:8]=3[CH2:7][CH2:6]2)[CH2:4][CH2:3][CH2:2]1.C1(N2CCC3C=[CH:37][C:38]([O:40]C4SC(NC(=O)C)=CN=4)=CC=3CC2)CCC1>>[CH:1]1([N:5]2[CH2:11][CH2:10][C:9]3[CH:12]=[CH:13][C:14]([O:16][C:17]4[S:18][C:19]([NH:22][C:38](=[O:40])[CH3:37])=[CH:20][CH:21]=4)=[CH:15][C:8]=3[CH2:7][CH2:6]2)[CH2:4][CH2:3][CH2:2]1. Procedure: Example 212 (E212) was prepared from 3-cyclobutyl-7-[(5-nitro-2-thienyl)oxy]-2,3,4,5-tetrahydro-1H-3-benzazepine (E211) using an analogous method to that described for Example 210 (E210); MS (ES+) m/e 357 [M+H]+. The solvent is C(Cl)(Cl)Cl (CHCl3), O1CCCC1 (tetrahydrofuran). Run at time 8 hour. Reactants: C(C1=CC=CC=C1)OC(=O)N1[C@H](C(=O)O)CCC1 (1(benzyloxycarbonyl)-L-proline), B.CSC (borane methylsulfide). Procedure: To a stirred solution of 1(benzyloxycarbonyl)-L-proline (15 g) in tetrahydrofuran (150 ml) at 0° C., borane-methylsulfide complex (9 ml, 95% in dimethyl sulfide) was added and the reaction mixture was stirred at room temperature for 8 h. At the end of this time the reaction was quenched with 10% AcOH in methanol and the solvent was removed under reduced pressure. The crude product thus obtained was diluted with CHCl3 and washed with water, dried (CaCl2) and the solvent was removed under reduced ... The yield is 81.2%. The product is C(C1=CC=CC=C1)OC(=O)N1[C@@H](CCC1)CO ((2S)-1-(Benzyloxycarbonyl)-2-hydroxymethyl pyrolidine). As a reaction SMILES: [CH2:1]([O:8][C:9]([N:11]1[CH2:18][CH2:17][CH2:16][C@H:12]1[C:13](O)=[O:14])=[O:10])[C:2]1[CH:7]=[CH:6][CH:5]=[CH:4][CH:3]=1.B.CSC>O1CCCC1.C(Cl)(Cl)Cl>[CH2:1]([O:8][C:9]([N:11]1[CH2:18][CH2:17][CH2:16][C@H:12]1[CH2:13][OH:14])=[O:10])[C:2]1[CH:7]=[CH:6][CH:5]=[CH:4][CH:3]=1 |f:1.2|.